This data is from the Open Reaction Database (ORD), a public repository of structured organic reaction records. The task is: describe an organic reaction: reactants, conditions, products, and yield Reactants: mercuric acetate, C(C)(=O)N1CCC(CC1)OCC(=C)C1=CC=CC=C1 (N-Acetyl-4-(2-phenylallyloxy)piperidine), C(C)(=O)O (acetic acid), [BH4-].[Na+] (sodium borohydride). Run in C(C)O (ethanol), [OH-].[Na+] (Sodium hydroxide), [OH-].[Na+] (sodium hydroxide), C(C)O (ethanol). Run at time 1 hour. Yields the product C(C)(=O)N1CCC(CC1)OCC(C)(C1=CC=CC=C1)OCC (N-acetyl-4-(2-ethoxy-2-phenyl-n-propoxy)piperidine). As a reaction SMILES: [C:1]([N:4]1[CH2:9][CH2:8][CH:7]([O:10][CH2:11][C:12]([C:14]2[CH:19]=[CH:18][CH:17]=[CH:16][CH:15]=2)=[CH2:13])[CH2:6][CH2:5]1)(=[O:3])[CH3:2].[BH4-].[Na+].[C:22](O)(=[O:24])[CH3:23]>C(O)C.[OH-].[Na+]>[C:1]([N:4]1[CH2:9][CH2:8][CH:7]([O:10][CH2:11][C:12]([O:24][CH2:22][CH3:23])([C:14]2[CH:15]=[CH:16][CH:17]=[CH:18][CH:19]=2)[CH3:13])[CH2:6][CH2:5]1)(=[O:3])[CH3:2] |f:1.2,5.6|. Procedure details: N-Acetyl-4-(2-phenylallyloxy)piperidine (7.0 g.) (prepared as in Example BB) in ethanol (10 ml.) was added to a stirred suspension of mercuric acetate (9.2 g.) in ethanol (50 ml.) at room temperature. The mixture was stirred at room temperature for one hour then cooled to 0° C. Sodium hydroxide solution (20 ml., 5 N) followed by sodium borohydride (1.03 g.) in sodium hydroxide solution (20 ml., 5 N) were added to the stirred suspension and after 10 minutes glacial acetic acid was added to pH 6. ...